Dataset: the Open Reaction Database (ORD), a public repository of structured organic reaction records. Task: describe an organic reaction: reactants, conditions, products, and yield Reactants: C1(=CC=CC=C1)P(C1=CC=CC=C1)(C1=CC=CC=C1)=O (triphenylphosphine oxide), II (I2), C(CCC)P(CCCC)CCCC (tributylphosphine). Solvent: C(C)#N.C1CCOC1 (acetonitrile THF). Run at time 10 minute. Product: C1(=CC=CC=C1)P(C1=CC=CC=C1)C1=CC=CC=C1 (triphenylphosphine). Isolated yield 93.0%. Reaction SMILES: [C:1]1([P:7](=O)([C:14]2[CH:19]=[CH:18][CH:17]=[CH:16][CH:15]=2)[C:8]2[CH:13]=[CH:12][CH:11]=[CH:10][CH:9]=2)[CH:6]=[CH:5][CH:4]=[CH:3][CH:2]=1.II.C(P(CCCC)CCCC)CCC>C(#N)C.C1COCC1>[C:14]1([P:7]([C:1]2[CH:2]=[CH:3][CH:4]=[CH:5][CH:6]=2)[C:8]2[CH:13]=[CH:12][CH:11]=[CH:10][CH:9]=2)[CH:15]=[CH:16][CH:17]=[CH:18][CH:19]=1 |f:3.4|. Procedure: 100 mg (0.359 mmol) of triphenylphosphine oxide were treated with 9 mg I2 (35 μmol) and tributylphosphine 180 μL (0.72 mmol) in acetonitrile/THF (1:1 v/v) 1 mL. The mixture was stirred at room temperature for 10 minutes under nitrogen atmosphere before it was quenched with H2O (100 μL). The reaction mixture was diluted with ethyl acetate (10 mL) and was washed with portions of sat. NaHCO3 (3×5 mL). The organic fraction was dried with Na2SO4, filtered and the solvent evaporated under vacuum. The ... The reactants are C(C)(C)(C)C=1N=C(C2=C(N1)N(N=N2)CC2=C(C=CC=C2)Cl)N2CCOCC2 (5-tert-Butyl-3-(2-chloro-benzyl)-7-morpholin-4-yl-3H-[1,2,3]triazolo[4,5-d]pyrimidine), C(C)(C)(C)C=1N=C(C2=C(N1)N(N=N2)CC2=C(C=CC=C2)Cl)Cl (5-tert-butyl-7-chloro-3-(2-chlorobenzyl)-3H-[1,2,3]triazolo[4,5-d]pyrimidine), CC1=NOC(=C1)C1NCCC1 (3-methyl-5-(pyrrolidin-2-yl)isoxazole). Yields the product C(C)(C)(C)C=1N=C(C2=C(N1)N(N=N2)CC2=C(C=CC=C2)Cl)N2C(CCC2)C2=CC(=NO2)C (5-tert-Butyl-3-(2-chloro-benzyl)-7-[2-(3-methyl-isoxazol-5-yl)-pyrrolidin-1-yl]-3H-[1,2,3]triazolo[4,5-d]pyrimidine). Reaction SMILES: C(C1N=C(N2CCOCC2)C2N=NN(CC3C=CC=CC=3Cl)C=2N=1)(C)(C)C.[C:28]([C:32]1[N:33]=[C:34](Cl)[C:35]2[N:40]=[N:39][N:38]([CH2:41][C:42]3[CH:47]=[CH:46][CH:45]=[CH:44][C:43]=3[Cl:48])[C:36]=2[N:37]=1)([CH3:31])([CH3:30])[CH3:29].[CH3:50][C:51]1[CH:55]=[C:54]([CH:56]2[CH2:60][CH2:59][CH2:58][NH:57]2)[O:53][N:52]=1>>[C:28]([C:32]1[N:33]=[C:34]([N:57]2[CH2:58][CH2:59][CH2:60][CH:56]2[C:54]2[O:53][N:52]=[C:51]([CH3:50])[CH:55]=2)[C:35]2[N:40]=[N:39][N:38]([CH2:41][C:42]3[CH:47]=[CH:46][CH:45]=[CH:44][C:43]=3[Cl:48])[C:36]=2[N:37]=1)([CH3:31])([CH3:30])[CH3:29]. Procedure: In analogy to the procedure described for the synthesis of 5-tert-butyl-3-(2-chlorobenzyl)-7-morpholin-4-yl-3H-[1,2,3]triazolo[4,5-d]pyrimidine (example 1, step c), the title compound was prepared from 5-tert-butyl-7-chloro-3-(2-chlorobenzyl)-3H-[1,2,3]triazolo[4,5-d]pyrimidine and 3-methyl-5-(pyrrolidin-2-yl)isoxazole. MS (m/e): 452.4 Starting materials: Cl.ClCC=1N=CC2=CC=CC=C2C1 (3-chloromethylisoquinoline hydrochloride), [O-]CC.[Na+] (sodium ethoxide). Solvent: C(C)O (ethanol). Conditions: temperature 20 celsius. The product is C(C)OCC=1N=CC2=CC=CC=C2C1 (3-Ethoxymethylisoquinoline). The yield is 88.6%. As a reaction SMILES: Cl.Cl[CH2:3][C:4]1[N:5]=[CH:6][C:7]2[C:12]([CH:13]=1)=[CH:11][CH:10]=[CH:9][CH:8]=2.[O-:14][CH2:15][CH3:16].[Na+]>C(O)C>[CH2:15]([O:14][CH2:3][C:4]1[N:5]=[CH:6][C:7]2[C:12]([CH:13]=1)=[CH:11][CH:10]=[CH:9][CH:8]=2)[CH3:16] |f:0.1,2.3|. Procedure: A mixture of 3-chloromethylisoquinoline hydrochloride (40 g) and sodium ethoxide (40 g) in ethanol (700 cc) is heated under reflux for 8 hours. After cooling to 20° C., the mixture is filtered and the filtrate is evaporated to dryness at 50° C. under reduced pressure (20 mm Hg). The residue is taken up in methylene chloride (500 cc), the mixture is washed with water (3×100 cc), the organic phase is dried over magnesium sulphate and filtered and the filtrate is evaporated to dryness at 40° C. und... Starting materials: CCS(=O)(=O)Cl, ClCCl, CCN(C(C)C)C(C)C, O=C(O)C(F)(F)F, CS(=O)(=O)c1ccc(N2CCc3c(OC4CCNCC4)ncnc32)c(F)c1. Yields the product CCS(=O)(=O)N1CCC(Oc2ncnc3c2CCN3c2ccc(S(C)(=O)=O)cc2F)CC1. Reaction SMILES: [CH2:44]([CH3:45])[S:46](=[O:47])(=[O:48])[Cl:49].[CH2:50]([Cl:51])[Cl:52].[CH:35]([N:36]([CH:37]([CH3:38])[CH3:39])[CH2:40][CH3:41])([CH3:42])[CH3:43].[F:1][C:2]([F:3])([F:4])[C:5]([OH:6])=[O:7].[F:8][c:9]1[c:10]([N:19]2[CH2:20][CH2:21][c:22]3[c:23]2[n:24][cH:25][n:26][c:27]3[O:28][CH:29]2[CH2:30][CH2:31][NH:32][CH2:33][CH2:34]2)[cH:11][cH:12][c:13]([S:15](=[O:16])(=[O:17])[CH3:18])[cH:14]1>>[F:8][c:9]1[c:10]([N:19]2[CH2:20][CH2:21][c:22]3[c:23]2[n:24][cH:25][n:26][c:27]3[O:28][CH:29]2[CH2:30][CH2:31][N:32]([S:46]([CH2:44][CH3:45])(=[O:47])=[O:48])[CH2:33][CH2:34]2)[cH:11][cH:12][c:13]([S:15](=[O:16])(=[O:17])[CH3:18])[cH:14]1. The reactants are NC=1SC2=C(N1)C(OC2(C)C)=O (2-amino-6,6-dimethylfuro[3,4-d]thiazol-4(6H)-one), COCCBr (2-bromoethyl methyl ether). The product is Br.N=C1SC2=C(N1CCOC)C(OC2(C)C)=O (2-imino-3-(2-methoxyethyl)-6,6-dimethyl-2,3-dihydrofuro[3,4-d]thiazol-4(6H)-one hydrobromide). As a reaction SMILES: [NH2:1][C:2]1[S:3][C:4]2[C:9]([CH3:11])([CH3:10])[O:8][C:7](=[O:12])[C:5]=2[N:6]=1.[CH3:13][O:14][CH2:15][CH2:16][Br:17]>>[BrH:17].[NH:1]=[C:2]1[N:6]([CH2:16][CH2:15][O:14][CH3:13])[C:5]2[C:7](=[O:12])[O:8][C:9]([CH3:10])([CH3:11])[C:4]=2[S:3]1 |f:2.3|. Reported procedure: A mixture of Example 249B and commercially available 2-bromoethyl methyl ether (Aldrich) was processed at 120° C. using the method described in Example 12A to afford the title compound. MS (ESI+) m/z 243 (M+H)+.